From a dataset of the Open Reaction Database (ORD), a public repository of structured organic reaction records. describe an organic reaction: reactants, conditions, products, and yield The reactants are COCCOC, Cc1cc2c(C(F)(F)F)c(C#N)ccc2n1Cc1nsc(Cl)n1, [Cs+], [F-], OB(O)c1cc(C(F)(F)F)cc(C(F)(F)F)c1. Yields the product Cc1cc2c(C(F)(F)F)c(C#N)ccc2n1Cc1nsc(-c2cc(C(F)(F)F)cc(C(F)(F)F)c2)n1. RXN SMILES: [CH3:43][O:44][CH2:45][CH2:46][O:47][CH3:48].[Cl:1][c:2]1[n:3][c:4]([CH2:7][n:8]2[c:9]([CH3:23])[cH:10][c:11]3[c:12]([C:19]([F:20])([F:21])[F:22])[c:13]([C:17]#[N:18])[cH:14][cH:15][c:16]23)[n:5][s:6]1.[Cs+:42].[F-:41].[F:24][C:25]([c:26]1[cH:27][c:28]([B:36]([OH:37])[OH:38])[cH:29][c:30]([C:32]([F:33])([F:34])[F:35])[cH:31]1)([F:39])[F:40]>>[c:2]1(-[c:28]2[cH:27][c:26]([C:25]([F:24])([F:39])[F:40])[cH:31][c:30]([C:32]([F:33])([F:34])[F:35])[cH:29]2)[n:3][c:4]([CH2:7][n:8]2[c:9]([CH3:23])[cH:10][c:11]3[c:12]([C:19]([F:20])([F:21])[F:22])[c:13]([C:17]#[N:18])[cH:14][cH:15][c:16]23)[n:5][s:6]1.